From a dataset of the Open Reaction Database (ORD), a public repository of structured organic reaction records. describe an organic reaction: reactants, conditions, products, and yield Reactants: C(C)(=O)C1=CC=C(C=C1)N1CCNCC1 (1-(p-acetylphenyl)piperazine), C1COS(=O)(=O)C1 (1,3-propanesultone). Run in CC(=O)C (acetone), CC(=O)C (acetone). Yields the product S(=O)(=O)(O)CCCN1CCN(CC1)C1=CC=C(C=C1)C(C)=O (4-(3-Sulfopropyl)-1-(p-acetylphenyl)piperazine). As a reaction SMILES: [C:1]([C:4]1[CH:9]=[CH:8][C:7]([N:10]2[CH2:15][CH2:14][NH:13][CH2:12][CH2:11]2)=[CH:6][CH:5]=1)(=[O:3])[CH3:2].[CH2:16]1[CH2:22][S:19](=[O:21])(=[O:20])[O:18][CH2:17]1>CC(C)=O>[S:19]([CH2:22][CH2:16][CH2:17][N:13]1[CH2:12][CH2:11][N:10]([C:7]2[CH:6]=[CH:5][C:4]([C:1](=[O:3])[CH3:2])=[CH:9][CH:8]=2)[CH2:15][CH2:14]1)([OH:21])(=[O:20])=[O:18]. Reported procedure: A 4.1 g quantity (20 mmols) of 1-(p-acetylphenyl)piperazine is dissolved in 40 ml of acetone, and a solution of 2.44 g (20 mmols) of 1,3-propanesultone in 10 ml of acetone is added dropwise thereto at room temperature with stirring. After reaction at room temperature with stirring overnight, the yellow crystals precipitated are collected by filtration and then recrystallized from water-acetone. Reaction SMILES: [C:12]([CH2:13][CH2:14][CH2:15][CH3:16])(=[O:17])[Cl:18].[F:1][C:2]([c:3]1[c:4]([NH2:5])[cH:6][cH:7][cH:8][cH:9]1)([F:10])[F:11]>>[F:1][C:2]([c:3]1[c:4]([NH:5][C:12]([CH2:13][CH2:14][CH2:15][CH3:16])=[O:17])[cH:6][cH:7][cH:8][cH:9]1)([F:10])[F:11]. Yields the product CCCCC(=O)Nc1ccccc1C(F)(F)F. Starting materials: CCCCC(=O)Cl, Nc1ccccc1C(F)(F)F.